describe an organic reaction: reactants, conditions, products, and yield From a dataset of the Open Reaction Database (ORD), a public repository of structured organic reaction records. The reactants are Cc1ccc(S(=O)(=O)OCC2(C#N)CC2)cc1, CC#N, CCN(C(C)C)C(C)C, Cc1cc(Nc2nc(Nc3cc(C)c(C4CCNCC4)cc3C)ncc2Cl)n[nH]1. Yields the product Cc1cc(Nc2nc(Nc3cc(C)c(C4CCN(CC5(C#N)CC5)CC4)cc3C)ncc2Cl)n[nH]1. RXN SMILES: [CH3:30][c:31]1[cH:32][cH:33][c:34]([S:35]([O:36][CH2:41][C:42]2([C:45]#[N:46])[CH2:43][CH2:44]2)(=[O:37])=[O:38])[cH:39][cH:40]1.[CH3:56][C:57]#[N:58].[CH:47]([N:48]([CH2:49][CH3:50])[CH:51]([CH3:52])[CH3:53])([CH3:54])[CH3:55].[Cl:1][c:2]1[c:3]([NH:23][c:24]2[n:25][nH:26][c:27]([CH3:29])[cH:28]2)[n:4][c:5]([NH:8][c:9]2[c:10]([CH3:22])[cH:11][c:12]([CH:16]3[CH2:17][CH2:18][NH:19][CH2:20][CH2:21]3)[c:13]([CH3:15])[cH:14]2)[n:6][cH:7]1>>[Cl:1][c:2]1[c:3]([NH:23][c:24]2[n:25][nH:26][c:27]([CH3:29])[cH:28]2)[n:4][c:5]([NH:8][c:9]2[c:10]([CH3:22])[cH:11][c:12]([CH:16]3[CH2:17][CH2:18][N:19]([CH2:41][C:42]4([C:45]#[N:46])[CH2:43][CH2:44]4)[CH2:20][CH2:21]3)[c:13]([CH3:15])[cH:14]2)[n:6][cH:7]1. RXN SMILES: [Br:1][c:2]1[cH:3][c:4]([F:28])[c:5]([CH2:6][n:7]2[c:8](=[O:25])[n:9]([CH2:19][C:20](=[O:21])[O:22][CH2:23][CH3:24])[c:10]3[cH:11][c:12]([Cl:18])[cH:13][cH:14][c:15]3[c:16]2=[O:17])[cH:26][cH:27]1.[CH3:31][CH2:32][OH:33].[Na+:30].[OH-:29]>>[Br:1][c:2]1[cH:3][c:4]([F:28])[c:5]([CH2:6][n:7]2[c:8](=[O:25])[n:9]([CH2:19][C:20](=[O:21])[O-:22])[c:10]3[cH:11][c:12]([Cl:18])[cH:13][cH:14][c:15]3[c:16]2=[O:17])[cH:26][cH:27]1.[Na+:30]. Starting materials: CCOC(=O)Cn1c(=O)n(Cc2ccc(Br)cc2F)c(=O)c2ccc(Cl)cc21, CCO, [Na+], [OH-]. Product: O=C([O-])Cn1c(=O)n(Cc2ccc(Br)cc2F)c(=O)c2ccc(Cl)cc21, [Na+]. Starting materials: OC=1C(=C(C(C(=O)O)=C(C1F)F)C(=O)O)F (4-hydroxy-3,5,6-trifluorophthalic acid), mixture, aqueous solution, Cl (hydrochloric acid), aliphatic trialkylamines, alkyl, alkali metal salts. Yields the product OC=1C(=C(C(=O)O)C=C(C1F)F)F (3-hydroxy-2,4,5-trifluorobenzoic acid). Isolated yield 96.1%. Reaction SMILES: [OH:1][C:2]1[C:3]([F:16])=[C:4]([C:13]([OH:15])=[O:14])[C:5](=[C:9]([F:12])[C:10]=1[F:11])C(O)=O.Cl>>[OH:1][C:2]1[C:3]([F:16])=[C:4]([CH:5]=[C:9]([F:12])[C:10]=1[F:11])[C:13]([OH:15])=[O:14]. Procedure: The procedure as described in Example 1 is followed, but only 9 g of a mixture of various aliphatic trialkylamines each having 6 to 14 carbon atoms in the alkyl radical (Hostarex A 327; a commercial product of Hoechst AG) and 518 g of an aqueous solution which contains 29.8 g (0.126 mol) of 4-hydroxy-3,5,6-trifluorophthalic acid in the form of corresponding alkali metal salts are used and, with addition of in total 158.3 g of 30% strength aqueous hydrochloric acid, likewise in 6 hours, 23.25 g (... The reactants are CC1(CF)C=C(Br)c2cc([N+](=O)[O-])ccc2O1, [C-]#N, CN(C)C=O, Cl. The product is CC1(CF)C=C(C#N)c2cc([N+](=O)[O-])ccc2O1. Reaction SMILES: [Br:1][C:2]1=[CH:3][C:4]([CH3:15])([CH2:16][F:17])[O:5][c:6]2[c:7]1[cH:8][c:9]([N+:12](=[O:13])[O-:14])[cH:10][cH:11]2.[C-:18]#[N:19].[CH3:21][N:22]([CH3:23])[CH:24]=[O:25].[ClH:20]>>[C:2]1([C:18]#[N:19])=[CH:3][C:4]([CH3:15])([CH2:16][F:17])[O:5][c:6]2[c:7]1[cH:8][c:9]([N+:12](=[O:13])[O-:14])[cH:10][cH:11]2. Reactants: Fc1cccc(Br)c1F, [Li]CCCC, C1CCOC1, [Cl-], CON(C)C(=O)c1ccc(Cl)nc1, [NH4+]. Product: O=C(c1ccc(Cl)nc1)c1cccc(F)c1F. Reaction SMILES: [Br:1][c:2]1[c:3]([F:9])[c:4]([F:8])[cH:5][cH:6][cH:7]1.[CH2:10]([Li:11])[CH2:12][CH2:13][CH3:14].[CH2:30]1[O:31][CH2:32][CH2:33][CH2:34]1.[Cl-:28].[Cl:15][c:16]1[n:17][cH:18][c:19]([C:20](=[O:21])[N:22]([O:23][CH3:24])[CH3:25])[cH:26][cH:27]1.[NH4+:29]>>[c:2]1([C:20]([c:19]2[cH:18][n:17][c:16]([Cl:15])[cH:27][cH:26]2)=[O:21])[c:3]([F:9])[c:4]([F:8])[cH:5][cH:6][cH:7]1. Reactants: C(C)(=O)NCC(C(=O)OCC)C(C)=O (ethyl 2-(N-acetylamino)methyl-3-oxobutanoate), C1=CC=C(C=C1)P(C2=CC=CC=C2)C3=C(C4=CC=CC=C4C=C3)C5=C(C=CC6=CC=CC=C65)P(C7=CC=CC=C7)C8=CC=CC=C8 ((+)-BINAP), stainless steel, 93. The solvent is C(Cl)Cl (methylene chloride). Product: C(C)(=O)NC[C@H](C(=O)OCC)[C@@H](C)O (ethyl (2S, 3R)-2-(N-acetylamino)methyl-3-hydroxybutanoate). The yield is 83.6%. Reaction SMILES: [C:1]([NH:4][CH2:5][CH:6]([C:12](=[O:14])[CH3:13])[C:7]([O:9][CH2:10][CH3:11])=[O:8])(=[O:3])[CH3:2].C1C=CC(P(C2C=CC3C(=CC=CC=3)C=2C2C3C(=CC=CC=3)C=CC=2P(C2C=CC=CC=2)C2C=CC=CC=2)C2C=CC=CC=2)=CC=1>C(Cl)Cl>[C:1]([NH:4][CH2:5][C@@H:6]([C@H:12]([OH:14])[CH3:13])[C:7]([O:9][CH2:10][CH3:11])=[O:8])(=[O:3])[CH3:2]. Procedure: In 100 ml-volume stainless steel autoclave whose atmosphere had been displaced with nitrogen was added a solution of 2.01 g (10 mmole) of ethyl 2-(N-acetylamino)methyl-3-oxobutanoate and 168 mg (0.1 mmole) of ##STR11## ((+)-BINAP) in 15 ml of methylene chloride, and a reaction was conducted at 70 ° C. under a hydrogen pressure of 130 kg/cm2 for 30 hours. The reaction mixture was concentrated, and the residue was purified by silica gel chromatography using a 7/3 (by volume) mixture of hexane and ...